This data is from the Open Reaction Database (ORD), a public repository of structured organic reaction records. The task is: describe an organic reaction: reactants, conditions, products, and yield Starting materials: CC(C)NC(=O)C1OC1c1cccc(Cl)c1, CC#N, [H-], [Na+], C1COCCOCCOCCOCCOCCO1, Oc1ccccc1. As a reaction SMILES: [CH3:1][CH:2]([CH3:3])[NH:4][C:5](=[O:6])[CH:7]1[O:8][CH:9]1[c:10]1[cH:11][c:12]([Cl:16])[cH:13][cH:14][cH:15]1.[CH3:44][C:45]#[N:46].[H-:24].[Na+:25].[O:26]1[CH2:27][CH2:28][O:29][CH2:30][CH2:31][O:32][CH2:33][CH2:34][O:35][CH2:36][CH2:37][O:38][CH2:39][CH2:40][O:41][CH2:42][CH2:43]1.[OH:17][c:18]1[cH:19][cH:20][cH:21][cH:22][cH:23]1>>[CH3:1][CH:2]([CH3:3])[NH:4][C:5](=[O:6])[CH:7]([OH:8])[CH:9]([c:10]1[cH:11][c:12]([Cl:16])[cH:13][cH:14][cH:15]1)[O:17][c:18]1[cH:19][cH:20][cH:21][cH:22][cH:23]1. Yields the product CC(C)NC(=O)C(O)C(Oc1ccccc1)c1cccc(Cl)c1. Reactants: NC=1C(=NC(=NC1Cl)SCCC)N[C@H]1[C@@H]([C@@H]([C@H](C1)OCCO)O)O ((1S,2S,3R,5S)-3-((5-amino-6-chloro-2-(propylthio)pyrimidin-4-yl)amino)-5-(2-hydroxyethoxy)cyclopentane-1,2-diol), N(=O)[O-].[Na+] (sodium nitrite). Solvent: C(C)(=O)OCC (ethyl acetate), C(C)(=O)O (acetic acid). Conditions: temperature 25 celsius, time 30 minute. The product is ClC=1C2=C(N=C(N1)SCCC)N(N=N2)[C@H]2[C@@H]([C@@H]([C@H](C2)OCCO)O)O ((1S,2S,3R,5S)-3-(7-chloro-5-(propylthio)-3H-[1,2,3]triazolo[4,5-d]pyrimidin-3-yl)-5-(2-hydroxyethoxy)cyclopentane-1,2-diol). The yield is 85.5%. Reaction SMILES: [NH2:1][C:2]1[C:3]([NH:13][C@@H:14]2[CH2:18][C@H:17]([O:19][CH2:20][CH2:21][OH:22])[C@@H:16]([OH:23])[C@H:15]2[OH:24])=[N:4][C:5]([S:9][CH2:10][CH2:11][CH3:12])=[N:6][C:7]=1[Cl:8].[N:25]([O-])=O.[Na+]>C(O)(=O)C.C(OCC)(=O)C>[Cl:8][C:7]1[C:2]2[N:1]=[N:25][N:13]([C@@H:14]3[CH2:18][C@H:17]([O:19][CH2:20][CH2:21][OH:22])[C@@H:16]([OH:23])[C@H:15]3[OH:24])[C:3]=2[N:4]=[C:5]([S:9][CH2:10][CH2:11][CH3:12])[N:6]=1 |f:1.2|. Procedure details: To a stirring solution of (1S,2S,3R,5S)-3-((5-amino-6-chloro-2-(propylthio)pyrimidin-4-yl)amino)-5-(2-hydroxyethoxy)cyclopentane-1,2-diol (OLACINA; 1.14 g, 3 mmol) in acetic acid (5 mL) was added sodium nitrite (0.23 g, 3.3 mmol) while maintaining the reaction temperature at 20-30° C. The reaction mixture was stirred for 30 minutes. It was then diluted with ethyl acetate (50 mL), washed with water (2×35 mL) and evaporated under reduced pressure. The crude product was triturated in hexane (20 mL)... Reactants: NC1=C(CNC(C2=CC(=C(C(=C2)OC)C)OC)=O)C=CC(=C1)C1=NOC(=N1)C (N-[2-Amino-4-(5-methyl-[1,2,4]oxadiazol-3-yl)-benzyl]-3,5-dimethoxy-4-methyl-benzamide), C(C=C)(=O)OC (methyl acrylate), C(C)(=O)O (acetic acid). Run at temperature 80 celsius. Product: COC(CCNC1=C(C=CC(=C1)C1=NOC(=N1)C)CNC(C1=CC(=C(C(=C1)OC)C)OC)=O)=O (3-[2-[(3,5-Dimethoxy-4-methyl-benzoylamino)-methyl]-5-(5-methyl-[1,2,4]oxadiazol-3-yl)-phenylamino]-propionic acid methyl ester). The yield is 29.5%. As a reaction SMILES: [NH2:1][C:2]1[CH:22]=[C:21]([C:23]2[N:27]=[C:26]([CH3:28])[O:25][N:24]=2)[CH:20]=[CH:19][C:3]=1[CH2:4][NH:5][C:6](=[O:18])[C:7]1[CH:12]=[C:11]([O:13][CH3:14])[C:10]([CH3:15])=[C:9]([O:16][CH3:17])[CH:8]=1.[C:29]([O:33][CH3:34])(=[O:32])[CH:30]=[CH2:31].C(O)(=O)C>>[CH3:34][O:33][C:29](=[O:32])[CH2:30][CH2:31][NH:1][C:2]1[CH:22]=[C:21]([C:23]2[N:27]=[C:26]([CH3:28])[O:25][N:24]=2)[CH:20]=[CH:19][C:3]=1[CH2:4][NH:5][C:6](=[O:18])[C:7]1[CH:12]=[C:11]([O:13][CH3:14])[C:10]([CH3:15])=[C:9]([O:16][CH3:17])[CH:8]=1. Procedure: A suspension of compound 1g (130 mg, 0.34 mmol) in methyl acrylate (1.0 mL, 11.1 mmol), and acetic acid (0.5 mL, 8.7 mmol) was sealed in a pressure tube under argon and heated at 80° C. overnight. The reaction mixture was concentrated on a rotary evaporator and the residue was purified by preparative tlc (silica gel, 40% v/v ethyl acetate/hexane) to give compound 15a (47 mg, 30%). ESI-MS m/e 469.3 (M+1).